From a dataset of the Open Reaction Database (ORD), a public repository of structured organic reaction records. describe an organic reaction: reactants, conditions, products, and yield Starting materials: C(C)OC(=O)[C@H]1CN(CCC1)CCOCCN1C2=C(CC3=C(C1)C=CC=C3)C=CC=C2 ((R)-N-(2-(2-(6,11-dihydro-5H-dibenz[b,e]azepin-5-yl)ethoxy)ethyl)-3-piperidinecarboxylic acid ethyl ester), [OH-].[Na+] (sodium hydroxide). Solvent: C(C)O (ethanol). Reaction conditions: temperature 50 celsius, time 2.5 hour. Product: C(=O)O.C1=CC=CC=2N(CC3=C(CC21)C=CC=C3)CCOCCN3C[C@@H](CCC3)C(=O)O ((R)-N-(2-(2-(6,11-Dihydro-5H-dibenz[b,e]azepin-5-yl)ethoxy)ethyl)-3-piperidinecarboxylic acid formate). RXN SMILES: C([O:3][C:4]([C@@H:6]1[CH2:11][CH2:10][CH2:9][N:8]([CH2:12][CH2:13][O:14][CH2:15][CH2:16][N:17]2[CH2:23][C:22]3[CH:24]=[CH:25][CH:26]=[CH:27][C:21]=3[CH2:20][C:19]3[CH:28]=[CH:29][CH:30]=[CH:31][C:18]2=3)[CH2:7]1)=[O:5])C.[OH-].[Na+]>C(O)C>[CH:4]([OH:5])=[O:3].[CH:28]1[C:19]2[CH2:20][C:21]3[CH:27]=[CH:26][CH:25]=[CH:24][C:22]=3[CH2:23][N:17]([CH2:16][CH2:15][O:14][CH2:13][CH2:12][N:8]3[CH2:9][CH2:10][CH2:11][C@@H:6]([C:4]([OH:5])=[O:3])[CH2:7]3)[C:18]=2[CH:31]=[CH:30][CH:29]=1 |f:1.2,4.5|. Procedure: The above ester (1.0 g, 2.4 mmol) was dissolved in ethanol (25 ml) and a 2 N aqueous sodium hydroxide solution (4.7 ml) was added. The mixture was heated at 50° C. with stirring for 2.5 h. The volatiles were evaporated in vacuo and dichloromethane (100 ml) was added to the residue. The mixture was cooled on an ice-bath and a concentrated aqueous hydrochloric acid solution (1.2 ml) was added dropwise with vigorous stirring. The phases were separated and the organic phase was dried over magnesium ... Reactants: C(#N)C1=CC(=C(N)C=C1)OC (4-cyano-2-methoxyaniline), ClS(=O)(=O)O (chlorosulfonic acid). Solvent: C(Cl)(Cl)Cl (chloroform). Product: C(#N)C1=CC(=C(C=C1)NS(O)(=O)=O)OC (N-(4-cyano-2-methoxyphenyl)-sulfamic acid). RXN SMILES: [C:1]([C:3]1[CH:9]=[CH:8][C:6]([NH2:7])=[C:5]([O:10][CH3:11])[CH:4]=1)#[N:2].Cl[S:13]([OH:16])(=[O:15])=[O:14]>C(Cl)(Cl)Cl>[C:1]([C:3]1[CH:9]=[CH:8][C:6]([NH:7][S:13](=[O:15])(=[O:14])[OH:16])=[C:5]([O:10][CH3:11])[CH:4]=1)#[N:2]. Reported procedure: To a solution of 4-cyano-2-methoxyaniline (1 mmol) in chloroform (1 mL) at −78° C. is added chlorosulfonic acid. Upon reaction completion, the crude material is concentrated and may be purified by recrystalization to give N-(4-cyano-2-methoxyphenyl)-sulfamic acid. Starting materials: BrCCCCCCCCCCOC(F)(F)F (1-bromo-10-trifluoromethoxydecane), S(=O)([O-])[O-].[Na+].[Na+] (sodium sulfite), C(C)O (ethanol). Solvent: O (water). Product: FC(OCCCCCCCCCCS(=O)(=O)O)(F)F (10-trifluoromethoxydecane-1-sulfonic acid). RXN SMILES: Br[CH2:2][CH2:3][CH2:4][CH2:5][CH2:6][CH2:7][CH2:8][CH2:9][CH2:10][CH2:11][O:12][C:13]([F:16])([F:15])[F:14].[S:17]([O-:20])([O-:19])=[O:18].[Na+].[Na+].C(O)C>O>[F:14][C:13]([F:16])([F:15])[O:12][CH2:11][CH2:10][CH2:9][CH2:8][CH2:7][CH2:6][CH2:5][CH2:4][CH2:3][CH2:2][S:17]([OH:20])(=[O:19])=[O:18] |f:1.2.3|. Procedure details: 6.8 g of bromide from Example 5b (22.35 mmol) and 3.7 g (29 mmol; 1.3 eq) of sodium sulfite are dissolved in 40 ml of deionised water and 40 ml of ethanol in a 250 ml one-necked flask, and the mixture is heated at 100° C. for 20 h. The cooled reaction mixture is extracted with methyl t-butyl ether/heptane (1:1). The aqueous phase is acidified (pH=0) and extracted with methyl t-butyl ether. The combined organic phases are dried over sodium sulfate and evaporated. Reactants: CC(C)(C)[Si](C)(C)Cl, CN(C)C=O, O, Oc1ccc2[nH]ncc2c1, c1c[nH]cn1. Yields the product CC(C)(C)[Si](C)(C)Oc1ccc2[nH]ncc2c1. RXN SMILES: [C:21]([CH3:22])([CH3:23])([CH3:24])[Si:25]([Cl:26])([CH3:27])[CH3:28].[CH3:1][N:2]([CH3:3])[CH:4]=[O:5].[OH2:29].[OH:6][c:7]1[cH:8][c:9]2[cH:10][n:11][nH:12][c:13]2[cH:14][cH:15]1.[nH:16]1[cH:17][cH:18][n:19][cH:20]1>>[O:6]([c:7]1[cH:8][c:9]2[cH:10][n:11][nH:12][c:13]2[cH:14][cH:15]1)[Si:25]([C:21]([CH3:22])([CH3:23])[CH3:24])([CH3:27])[CH3:28]. Starting materials: C(C)(C)(C)[Li] (tert-butyllithium), Cl (hydrochloric acid), C(C)(=O)OC(C)C (isopropyl acetate), C(C)(C)(C)OC(=O)NC1=C(C=NC=C1)C (4-tert-butoxycarbonylamino-3-methylpyridine), CN(C=O)C (dimethylformamide), [OH-].[Na+] (sodium hydroxide). Solvent: O1CCCC1 (tetrahydrofuran). Conditions: temperature -40 celsius, time 1 hour. Product: N1C=CC=2C=NC=CC21 (1H-Pyrrolo[3,2-c]pyridine). RXN SMILES: C(O[C:6]([NH:8][C:9]1[CH:14]=[CH:13][N:12]=[CH:11][C:10]=1[CH3:15])=O)(C)(C)C.C([Li])(C)(C)C.CN(C)C=O.Cl.C(OC(C)C)(=O)C.[OH-].[Na+]>O1CCCC1>[NH:8]1[C:9]2[CH:14]=[CH:13][N:12]=[CH:11][C:10]=2[CH:15]=[CH:6]1 |f:5.6|. Reported procedure: A solution of 4-tert-butoxycarbonylamino-3-methylpyridine (step (a), 1.0 g, 4.8 mmol) in tetrahydrofuran (40 ml) was cooled to -40° C. and tert-butyllithium (8.0 ml 1.7M in pentane, 13.6 mmol) added at such a rate as to keep the temperature below -30° C. The dark orange mixture was stirred at -40° C. for 1 hour and then treated with dimethylformamide (0.56 ml, 7.2 mmol). The mixture was warmed to 20° C. and stirred for 1 hour. 5.5M hydrochloric acid (15 ml) was added and the mixture heated at 45... Reactants: [N+](=O)([O-])C=1C=CC2=C([C@@H]3[C@H]([C@](O2)(C(OC)OC)C)O3)C1 ((2S,3R,4R)-6-nitro-2-methyl-2-dimethoxymethyl-3,4-epoxy-3,4-dihydro-2H-1-benzopyran), ClC=1C=C(C=CC1)NCC=1N=NN(N1)C (N-(3-chlorophenyl)-N-(2-methyl-2H-tetrazol-5-ylmethyl)amine). The product is [N+](=O)([O-])C=1C=CC2=C([C@@H]([C@H]([C@](O2)(C(OC)OC)C)O)N(CC=2N=NN(N2)C)C2=CC(=CC=C2)Cl)C1 ((2S,3R,4S)-6-nitro-4-[N-(3-chlorophenyl)-N-(2-methyl-2H-tetrazol-5-ylmethyl)amino]-3-hydroxy-2-methyl-2-dimethoxymethyl-3,4-dihydro-2H-1-benzopyran). Yield: 46.0%. Reaction SMILES: [N+:1]([C:4]1[CH:5]=[CH:6][C:7]2[O:12][C@:11]([CH3:18])([CH:13]([O:16][CH3:17])[O:14][CH3:15])[C@@H:10]3[O:19][C@@H:9]3[C:8]=2[CH:20]=1)([O-:3])=[O:2].[Cl:21][C:22]1[CH:23]=[C:24]([NH:28][CH2:29][C:30]2[N:31]=[N:32][N:33]([CH3:35])[N:34]=2)[CH:25]=[CH:26][CH:27]=1>>[N+:1]([C:4]1[CH:5]=[CH:6][C:7]2[O:12][C@:11]([CH3:18])([CH:13]([O:16][CH3:17])[O:14][CH3:15])[C@H:10]([OH:19])[C@@H:9]([N:28]([C:24]3[CH:25]=[CH:26][CH:27]=[C:22]([Cl:21])[CH:23]=3)[CH2:29][C:30]3[N:31]=[N:32][N:33]([CH3:35])[N:34]=3)[C:8]=2[CH:20]=1)([O-:3])=[O:2]. Procedure: The same procedure as step 3 of example 1 was accomplished, except for using the epoxide compound (150 mg, 0.53 mmol) obtained in step 1 of example 2 and N-(3-chlorophenyl)-N-(2-methyl-2H-tetrazol-5-ylmethyl)amine. The crude product was purified by silica gel column chromatography (developing solvent-n-hexane:ethyl acetate=1:1), to give desired compound (124 mg, yield: 46%). Reaction SMILES: [Cl:1][C:2]1[CH:30]=[CH:29][C:5]2[N:6]([CH:10]3[CH2:15][CH2:14][N:13]([CH2:16][CH2:17][CH2:18][N:19]4[C:23]5[CH:24]=[CH:25][CH:26]=[CH:27][C:22]=5[NH:21][C:20]4=[O:28])[CH2:12][CH2:11]3)[C:7](=[O:9])[NH:8][C:4]=2[CH:3]=1.[OH:31][CH:32]([CH:36]([OH:40])[C:37]([OH:39])=[O:38])[C:33]([OH:35])=[O:34]>C(O)C>[OH:31][CH:32]([CH:36]([OH:40])[C:37]([OH:39])=[O:38])[C:33]([OH:35])=[O:34].[Cl:1][C:2]1[CH:30]=[CH:29][C:5]2[N:6]([CH:10]3[CH2:15][CH2:14][N:13]([CH2:16][CH2:17][CH2:18][N:19]4[C:23]5[CH:24]=[CH:25][CH:26]=[CH:27][C:22]=5[NH:21][C:20]4=[O:28])[CH2:12][CH2:11]3)[C:7](=[O:9])[NH:8][C:4]=2[CH:3]=1 |f:3.4|. Starting materials: ClC1=CC2=C(N(C(N2)=O)C2CCN(CC2)CCCN2C(NC3=C2C=CC=C3)=O)C=C1 (5-chloro-1-{1-[3-(1,3-dihydro-2-oxo-2H-benzimidazol-1-yl)propyl]-4-piperidinyl}-1,3-dihydro-2H-benzimidazol-2-one), OC(C(=O)O)C(C(=O)O)O ((±)-2,3-dihydroxy-1,4-butanedioic acid). Procedure details: To a stirred solution of 1 part of 5-chloro-1-{1-[3-(1,3-dihydro-2-oxo-2H-benzimidazol-1-yl)propyl]-4-piperidinyl}-1,3-dihydro-2H-benzimidazol-2-one in 32 parts of ethanol is added a solution of 0.35 parts of (±)-2,3-dihydroxy-1,4-butanedioic acid in 8 parts of ethanol. Upon stirring, the product is allowed to crystallize. It is filtered off and dried, yielding 1 part of (±)-5-chloro-1-{1-[3-(1,3-dihydro-2-oxo-2H-benzimidazol-1-yl) propyl]-4-piperidinyl}-1,3-dihydro-2H-benzimidazol-2-one 2,3-dih... The product is OC(C(=O)O)C(C(=O)O)O.ClC1=CC2=C(N(C(N2)=O)C2CCN(CC2)CCCN2C(NC3=C2C=CC=C3)=O)C=C1 ((±)-5-chloro-1-{1-[3-(1,3-dihydro-2-oxo-2H-benzimidazol-1-yl) propyl]-4-piperidinyl}-1,3-dihydro-2H-benzimidazol-2-one 2,3-dihydroxybutanedioate). Run in C(C)O (ethanol), C(C)O (ethanol). Reactants: CCOC(=O)c1cc(Br)cc2c(CC3CCCS(=O)(=O)C3)c[nH]c12, CO, [Li+], [OH-]. The product is O=C(O)c1cc(Br)cc2c(CC3CCCS(=O)(=O)C3)c[nH]c12. As a reaction SMILES: [Br:1][c:2]1[cH:3][c:4]2[c:5]([CH2:16][CH:17]3[CH2:18][S:19](=[O:23])(=[O:24])[CH2:20][CH2:21][CH2:22]3)[cH:6][nH:7][c:8]2[c:9]([C:11](=[O:12])[O:13][CH2:14][CH3:15])[cH:10]1.[CH3:27][OH:28].[Li+:26].[OH-:25]>>[Br:1][c:2]1[cH:3][c:4]2[c:5]([CH2:16][CH:17]3[CH2:18][S:19](=[O:23])(=[O:24])[CH2:20][CH2:21][CH2:22]3)[cH:6][nH:7][c:8]2[c:9]([C:11](=[O:12])[OH:13])[cH:10]1. The reactants are ClC1=NC(=CN=C1)OCC1=CC(=CC=C1)OC1=CC=CC=C1 (2-chloro-6-[(3-phenoxybenzyl)oxy]pyrazine), C(=O)([O-])[O-].[K+].[K+] (K2CO3), O(C1=CC=CC=C1)C=1C=C(CO)C=CC1 (3-phenoxybenzyl alcohol), N1CCNCC1 (piperazine). Yields the product O(C1=CC=CC=C1)C=1C=C(COC2=NC(=CN=C2)N2CCNCC2)C=CC1 (2-[(3-Phenoxybenzyl)oxy]-6-(1-piperazinyl)pyrazine). Reaction SMILES: Cl[C:2]1[CH:7]=[N:6][CH:5]=[C:4]([O:8][CH2:9][C:10]2[CH:15]=[CH:14][CH:13]=[C:12]([O:16][C:17]3[CH:22]=[CH:21][CH:20]=[CH:19][CH:18]=3)[CH:11]=2)[N:3]=1.O(C1C=C(C=CC=1)CO)C1C=CC=CC=1.[NH:38]1[CH2:43][CH2:42][NH:41][CH2:40][CH2:39]1.C([O-])([O-])=O.[K+].[K+]>>[O:16]([C:12]1[CH:11]=[C:10]([CH:15]=[CH:14][CH:13]=1)[CH2:9][O:8][C:4]1[CH:5]=[N:6][CH:7]=[C:2]([N:38]2[CH2:43][CH2:42][NH:41][CH2:40][CH2:39]2)[N:3]=1)[C:17]1[CH:22]=[CH:21][CH:20]=[CH:19][CH:18]=1 |f:3.4.5|. Reported procedure: The title compound was prepared according to the procedure of example 50, step 2, starting from 2-chloro-6-[(3-phenoxybenzyl)oxy]pyrazine (1.99 g, 6.36 mmol; obtained according to the procedure of example 50, step 1, starting from 3-phenoxybenzyl alcohol), piperazine (1.94 g, 22.5 mmol) and K2CO3 (0.88 g, 6.4 mmol). The yield of the title compound was 1.58 g (69%) which was obtained as an oil. Purity 100% (HPLC). MS m/z 363 (M+H)+. HRMS m/z calcd for C21H22N4O2 (M)+ 362.1743, found 362.1739. Starting materials: CC#N, CS(C)=O, CC(C)S(=O)(=O)c1ccccc1N, Cc1cnc(Cl)nc1Cl, [H-], [Na+], CN(C)C=O. The product is Cc1cnc(Cl)nc1Nc1ccccc1S(=O)(=O)C(C)C. As a reaction SMILES: [CH3:25][C:26]#[N:27].[CH3:33][S:34]([CH3:35])=[O:36].[CH:3]([CH3:4])([CH3:5])[S:6](=[O:7])(=[O:8])[c:9]1[c:10]([NH2:15])[cH:11][cH:12][cH:13][cH:14]1.[Cl:16][c:17]1[n:18][cH:19][c:20]([CH3:24])[c:21]([Cl:23])[n:22]1.[H-:2].[Na+:1].[O:28]=[CH:29][N:30]([CH3:31])[CH3:32]>>[CH:3]([CH3:4])([CH3:5])[S:6](=[O:7])(=[O:8])[c:9]1[c:10]([NH:15][c:21]2[c:20]([CH3:24])[cH:19][n:18][c:17]([Cl:16])[n:22]2)[cH:11][cH:12][cH:13][cH:14]1.